Dataset: the Open Reaction Database (ORD), a public repository of structured organic reaction records. Task: describe an organic reaction: reactants, conditions, products, and yield Reactants: CCOC(=O)c1ccc2ncncc2c1, CCO, Cl, [Na+], [OH-]. The product is O=C(O)c1ccc2ncncc2c1. As a reaction SMILES: [CH2:1]([CH3:2])[O:3][C:4](=[O:5])[c:6]1[cH:7][c:8]2[cH:9][n:10][cH:11][n:12][c:13]2[cH:14][cH:15]1.[CH3:19][CH2:20][OH:21].[ClH:18].[Na+:17].[OH-:16]>>[O:3]=[C:4]([OH:5])[c:6]1[cH:7][c:8]2[cH:9][n:10][cH:11][n:12][c:13]2[cH:14][cH:15]1. Reactants: [N+](=O)([O-])C=1C=CC(=NC1)C (5-nitro-2-picoline), ClC1=CC(=CC=C1)C(=O)OO (m-chloroperbenzoic acid). Run in C(Cl)Cl (methylene chloride). Reaction conditions: time 8 hour. Product: [N+](=O)([O-])C1=CC=C([N+](=C1)[O-])C (5-nitro-2-picoline-N-oxide). Reaction SMILES: [N+:1]([C:4]1[CH:5]=[CH:6][C:7]([CH3:10])=[N:8][CH:9]=1)([O-:3])=[O:2].ClC1C=CC=C(C(OO)=[O:19])C=1>C(Cl)Cl>[N+:1]([C:4]1[CH:9]=[N+:8]([O-:19])[C:7]([CH3:10])=[CH:6][CH:5]=1)([O-:3])=[O:2]. Procedure: 2.5 g of 5-nitro-2-picoline are dissolved in 60 ml of methylene chloride and 4.05 g (20 m mole) of 85% m-chloroperbenzoic acid are added while stirring at room temperature. Stirring is continued overnight and the mixture is washed twice with aqueous sodium bicarbonate and then with water. It is dried, evaporated and the residue crystallized from acetonitrile, to yield the 5-nitro-2-picoline-N-oxide melting at 149°-153°. The reactants are chlorohydrin, C(C1=CC=CC=C1)OC(NC1=CC2=C(OCCO2)C=C1)=O ((2,3-dihydro-benzo[1,4]dioxin-6-yl)-carbamic acid benzyl ester), O([Li])C(C)(C)C (LiOtBu), CN(C)C=O (DMF). Reaction conditions: temperature 50 celsius, time 5 hour. Yields the product C(C)(C)(C)OC(=O)N1CCN(CC1)C[C@@H]1CN(C(O1)=O)C1=CC2=C(OCCO2)C=C1 (4-[(R)-3-(2,3-Dihydro-benzo[1,4]dioxin-6-yl)-2-oxo-oxazolidin-5-ylmethyl]-piperazine-1-carboxylic acid tert-butyl ester). Isolated yield 36.0%. As a reaction SMILES: [CH2:1]([O:8][C:9](=[O:21])[NH:10][C:11]1[CH:20]=[CH:19][C:14]2[O:15][CH2:16][CH2:17][O:18][C:13]=2[CH:12]=1)[C:2]1C=CC=CC=1.[O:22]([C:24]([CH3:27])([CH3:26])[CH3:25])[Li].[CH3:28][N:29]([CH:31]=[O:32])[CH3:30]>>[C:24]([O:22][C:31]([N:29]1[CH2:30][CH2:30][N:29]([CH2:31][C@H:1]2[O:8][C:9](=[O:21])[N:10]([C:11]3[CH:20]=[CH:19][C:14]4[O:15][CH2:16][CH2:17][O:18][C:13]=4[CH:12]=3)[CH2:2]2)[CH2:28][CH2:28]1)=[O:32])([CH3:27])([CH3:26])[CH3:25]. Procedure details: A solution of piperazine-1-carboxylic acid tert-butyl ester (commercial; 1.40 g, 7.6 mmol) in dry MeOH (25 mL) was treated with MgSO4 (1.9 g). (R)-Epichlorohydrin (1.47 mL, 18.9 mmol) was added dropwise and the mixture was heated at 35° C. for 2 h and was then stirred at rt overnight. The mixture was filtered over Celite and concentrated under reduced pressure. The residue was taken up in DCM and washed with water. The org. phase was dried over MgSO4 and concentrated under reduced pressure to af... Starting materials: CON(C)C(=O)C(C)NC(=O)OCc1ccccc1, FC(F)(F)c1cc(Br)cc(C(F)(F)F)c1. Product: CC(NC(=O)OCc1ccccc1)C(=O)c1cc(C(F)(F)F)cc(C(F)(F)F)c1. RXN SMILES: [CH2:1]([c:2]1[cH:3][cH:4][cH:5][cH:6][cH:7]1)[O:8][C:9]([NH:10][CH:11]([CH3:12])[C:13]([N:14]([O:15][CH3:16])[CH3:17])=[O:18])=[O:19].[F:20][C:21]([c:22]1[cH:23][c:24]([Br:32])[cH:25][c:26]([C:28]([F:29])([F:30])[F:31])[cH:27]1)([F:33])[F:34]>>[CH2:1]([c:2]1[cH:3][cH:4][cH:5][cH:6][cH:7]1)[O:8][C:9]([NH:10][CH:11]([CH3:12])[C:13](=[O:18])[c:24]1[cH:23][c:22]([C:21]([F:20])([F:33])[F:34])[cH:27][c:26]([C:28]([F:29])([F:30])[F:31])[cH:25]1)=[O:19]. Reaction conditions: time 8 hour. Reactants: peracid, ClC1=CC(=CC=C1)C(=O)OO (m-chloroperbenzoic acid), ClC1=C(C(=CC=C1)Cl)C1=CC2=C(N=C(N=C2)SC)N(C1=O)C (6-(2,6-Dichlorophenyl)-8-methyl-2-methylsulfanyl-8H-pyrido[2,3-d]pyrimidin-7-one), CS(=O)C (dimethylsulfoxide). As a reaction SMILES: ClC1C=CC=C(C(OO)=[O:9])C=1.[Cl:12][C:13]1[CH:18]=[CH:17][CH:16]=[C:15]([Cl:19])[C:14]=1[C:20]1[C:31](=[O:32])[N:30]([CH3:33])[C:23]2[N:24]=C(SC)[N:26]=[CH:27][C:22]=2[CH:21]=1.[CH3:34][S:35]([CH3:37])=[O:36]>C(Cl)(Cl)Cl>[Cl:12][C:13]1[CH:18]=[CH:17][CH:16]=[C:15]([Cl:19])[C:14]=1[C:20]1[C:31](=[O:32])[N:30]([CH3:33])[C:23]2[N:24]=[C:34]([S:35]([CH3:37])(=[O:9])=[O:36])[N:26]=[CH:27][C:22]=2[CH:21]=1. Product: ClC1=C(C(=CC=C1)Cl)C1=CC2=C(N=C(N=C2)S(=O)(=O)C)N(C1=O)C (6-(2,6-Dichlorophenyl)-2-methanesulfonyl-8-methyl-8H-pyrido[2,3-d]pyrimidin-7-one). The solvent is C(Cl)(Cl)Cl (chloroform). Procedure details: A quantity of 0.346 g (1.00 mmol) of 50% to 60% m-chloroperbenzoic acid (assuming 50% peracid was present) was added at 25° C. to a stirred solution of 0.165 g (0.47 mmol) of 6-(2,6-dichlorophenyl)-8-methyl-2-methylsulfanyl-8H-pyrido[2,3-d]pyrimidin-7-one of Example 37 in 15 mL of chloroform, and the solution was stirred overnight. A quantity of 0.25 g (3.20 mmol) of dimethylsulfoxide was added to reduce any excess peracid. After 15 minutes, the chloroform solution was washed with 30 mL of satur...